This data is from the Open Reaction Database (ORD), a public repository of structured organic reaction records. The task is: describe an organic reaction: reactants, conditions, products, and yield Starting materials: O=C(n1ccnc1)n1ccnc1, CCCNCCC, O=C(O)Cn1c(-c2ccc(Cl)cc2)nc2ncccc21, C1CCOC1. Yields the product CCCN(CCC)C(=O)Cn1c(-c2ccc(Cl)cc2)nc2ncccc21, O. As a reaction SMILES: [C:21]([n:22]1[cH:23][cH:24][n:25][cH:26]1)([n:27]1[cH:28][cH:29][n:30][cH:31]1)=[O:32].[CH2:33]([CH2:34][CH3:35])[NH:36][CH2:37][CH2:38][CH3:39].[Cl:1][c:2]1[cH:3][cH:4][c:5](-[c:8]2[n:9]([CH2:17][C:18](=[O:19])[OH:20])[c:10]3[c:11]([n:12][cH:13][cH:14][cH:15]3)[n:16]2)[cH:6][cH:7]1.[O:40]1[CH2:41][CH2:42][CH2:43][CH2:44]1>>[Cl:1][c:2]1[cH:3][cH:4][c:5](-[c:8]2[n:9]([CH2:17][C:18](=[O:20])[N:36]([CH2:33][CH2:34][CH3:35])[CH2:37][CH2:38][CH3:39])[c:10]3[c:11]([n:12][cH:13][cH:14][cH:15]3)[n:16]2)[cH:6][cH:7]1.[OH2:19]. RXN SMILES: [CH3:12][O:13][CH2:14][CH2:15][O:16][CH3:17].[Cl:18][c:19]1[n:20][cH:21][n:22][c:23]([Cl:25])[cH:24]1.[F:1][c:2]1[c:3]([B:9]([OH:10])[OH:11])[cH:4][cH:5][cH:6][c:7]1[F:8].[OH2:26]>>[F:1][c:2]1[c:3](-[c:23]2[n:22][cH:21][n:20][c:19]([Cl:18])[cH:24]2)[cH:4][cH:5][cH:6][c:7]1[F:8]. Reactants: COCCOC, Clc1cc(Cl)ncn1, OB(O)c1cccc(F)c1F, O. The product is Fc1cccc(-c2cc(Cl)ncn2)c1F.